From a dataset of the Open Reaction Database (ORD), a public repository of structured organic reaction records. describe an organic reaction: reactants, conditions, products, and yield As a reaction SMILES: Cl[C:2]1[C:3]2[CH:11]=[CH:10][N:9]=[CH:8][C:4]=2[N:5]=[CH:6][N:7]=1.[Cl:12][C:13]1[CH:21]=[C:20]2[C:16]([CH2:17][CH2:18][NH:19]2)=[CH:15][CH:14]=1.N1C=CC=CC=1.C(Cl)Cl>CN(C=O)C>[Cl:12][C:13]1[CH:21]=[C:20]2[C:16]([CH2:17][CH2:18][N:19]2[C:2]2[C:3]3[CH:11]=[CH:10][N:9]=[CH:8][C:4]=3[N:5]=[CH:6][N:7]=2)=[CH:15][CH:14]=1. Yields the product ClC1=CC=C2CCN(C2=C1)C=1C2=C(N=CN1)C=NC=C2 (4-(6-Chloro-2,3-dihydro-indol-1-yl)-pyrido[3,4-d ]pyrimidine), residue. The yield is 28.0%. Reactants: N1=CC=CC=C1 (pyridine), C(Cl)Cl (methylene chloride), ClC=1C2=C(N=CN1)C=NC=C2 (4-Chloropyrido[3,4-d]pyrimidine), ClC1=CC=C2CCNC2=C1 (6-chloroindoline). The solvent is CN(C)C=O (DMF). Procedure: 4-Chloropyrido[3,4-d]pyrimidine (0.10 g, 0.60 mmol), 6-chloroindoline (0.10 g, 0.66 mmol) and pyridine (0.14 g, 1.81 mmol) were combined in DMF (1 mL) and heated at 70° C. for 3 hours. The reaction was cooled to room temperature and then added to methylene chloride (150 mL). The organic layer was washed with saturated sodium carbonate and water and then dried over sodium sulfate. The solvent was removed by rotary evaporation and the residue purified by column chromatography (silica gel, 9/2/1—CH... Run at temperature 70 celsius.